This data is from the Open Reaction Database (ORD), a public repository of structured organic reaction records. The task is: describe an organic reaction: reactants, conditions, products, and yield Reactants: CC1COC(=O)O1, CC(O)CO, CO, C[O-], CO, [Na+]. The product is CC(O)CO, COC(=O)OC. As a reaction SMILES: [C:13]1(=[O:14])[O:15][CH:16]([CH3:17])[CH2:18][O:19]1.[CH2:6]([CH:7]([CH3:8])[OH:9])[OH:10].[CH3:11][OH:12].[CH3:1][O-:2].[CH3:4][OH:5].[Na+:3]>>[CH2:6]([CH:7]([CH3:8])[OH:9])[OH:10].[CH3:1][O:2][C:4](=[O:5])[O:12][CH3:11].